This data is from the Open Reaction Database (ORD), a public repository of structured organic reaction records. The task is: describe an organic reaction: reactants, conditions, products, and yield Starting materials: [H-].[Na+] (sodium hydride), C(C)(=O)O[BH-](OC(C)=O)OC(C)=O.[Na+] (Sodium triacetoxyborohydride), Cl.Cl.N[C@H]1CN2CCC1CC2 ((R)-(+)-3-aminoquinuclidine dihydrochloride), FC1=CC=C(C=C1)N1N=C(C=2C(=CC=CC12)C(=O)OC)C=O (methyl 1-(4-fluorophenyl)-3-formyl-1H-indazole-4-carboxylate). Run in ClCCl (dichloromethane), C(C)(=O)O (Acetic acid). Conditions: time 1 hour. The product is FC1=CC=C(C=C1)N1N=C(C=2C(=CC=CC12)C(=O)OC)CN[C@H]1CN2CCC1CC2 ((R)-methyl 1-(4-fluorophenyl)-3-((quinuclidin-3-ylamino)methyl)-1H-indazole-4-carboxylate). The yield is 80.3%. Reaction SMILES: Cl.Cl.[NH2:3][C@@H:4]1[CH:9]2[CH2:10][CH2:11][N:6]([CH2:7][CH2:8]2)[CH2:5]1.[H-].[Na+].[F:14][C:15]1[CH:20]=[CH:19][C:18]([N:21]2[C:29]3[CH:28]=[CH:27][CH:26]=[C:25]([C:30]([O:32][CH3:33])=[O:31])[C:24]=3[C:23]([CH:34]=O)=[N:22]2)=[CH:17][CH:16]=1.C(O[BH-](OC(=O)C)OC(=O)C)(=O)C.[Na+]>ClCCl.C(O)(=O)C>[F:14][C:15]1[CH:16]=[CH:17][C:18]([N:21]2[C:29]3[CH:28]=[CH:27][CH:26]=[C:25]([C:30]([O:32][CH3:33])=[O:31])[C:24]=3[C:23]([CH2:34][NH:3][C@@H:4]3[CH:9]4[CH2:10][CH2:11][N:6]([CH2:7][CH2:8]4)[CH2:5]3)=[N:22]2)=[CH:19][CH:20]=1 |f:0.1.2,3.4,6.7|. Procedure: To a stirred suspension of (R)-(+)-3-aminoquinuclidine dihydrochloride (360 mg, 1.8 mmol) in dichloromethane (15 mL) was added sodium hydride (144 mg, 3.6 mmol) in portions and the mixture was stirred for 1 h. Acetic acid (0.15 mL) was added dropwise. Then methyl 1-(4-fluorophenyl)-3-formyl-1H-indazole-4-carboxylate (454 mg, 1.5 mmol) from Step A above was added and the mixture continued to stir at room temperature for an additional 4 h. Sodium triacetoxyborohydride (1.3 g, 6.0 mmol) was added i... The reactants are CCCC(=O)Cl, CC(C)(C)C#Cc1nc(Cl)ccc1N, ClCCl, O, c1ccncc1. The product is CCCC(=O)Nc1ccc(Cl)nc1C#CC(C)(C)C. RXN SMILES: [C:21]([CH2:22][CH2:23][CH3:24])(=[O:25])[Cl:26].[Cl:1][c:2]1[cH:3][cH:4][c:5]([NH2:14])[c:6]([C:8]#[C:9][C:10]([CH3:11])([CH3:12])[CH3:13])[n:7]1.[Cl:28][CH2:29][Cl:30].[OH2:27].[cH:15]1[cH:16][cH:17][n:18][cH:19][cH:20]1>>[Cl:1][c:2]1[cH:3][cH:4][c:5]([NH:14][C:21]([CH2:22][CH2:23][CH3:24])=[O:25])[c:6]([C:8]#[C:9][C:10]([CH3:11])([CH3:12])[CH3:13])[n:7]1.